This data is from the Open Reaction Database (ORD), a public repository of structured organic reaction records. The task is: describe an organic reaction: reactants, conditions, products, and yield Starting materials: O=C([O-])[O-], Cc1cc(-c2nc[nH]n2)sc1C(=O)NCc1ccccc1, CN(C)C=O, Fc1ccc(CBr)cc1, [K+], [K+]. Product: Cc1cc(-c2ncn(Cc3ccc(F)cc3)n2)sc1C(=O)NCc1ccccc1. Reaction SMILES: [C:22](=[O:23])([O-:24])[O-:25].[CH2:1]([c:2]1[cH:3][cH:4][cH:5][cH:6][cH:7]1)[NH:8][C:9](=[O:10])[c:11]1[s:12][c:13](-[c:17]2[n:18][nH:19][cH:20][n:21]2)[cH:14][c:15]1[CH3:16].[CH3:37][N:38]([CH3:39])[CH:40]=[O:41].[F:28][c:29]1[cH:30][cH:31][c:32]([CH2:33][Br:34])[cH:35][cH:36]1.[K+:26].[K+:27]>>[CH2:1]([c:2]1[cH:3][cH:4][cH:5][cH:6][cH:7]1)[NH:8][C:9](=[O:10])[c:11]1[s:12][c:13](-[c:17]2[n:18][n:19]([CH2:33][c:32]3[cH:31][cH:30][c:29]([F:28])[cH:36][cH:35]3)[cH:20][n:21]2)[cH:14][c:15]1[CH3:16]. Starting materials: C1=CC=CC=2C3=CC=CC=C3C(C12)COC(=O)N1N=C(C=C1)NC(C(=O)C1(CCC1)NC(C(CC1(CCCC1)F)NC(=O)OC(C)(C)C)=O)=O (3-(2-{1-[2-tert-Butoxycarbonylamino-3-(1-fluoro-cyclopentyl)-propionylamino]-cyclobutyl}-2-oxo-acetylamino)-pyrazole-1-carboxylic acid 9H-fluoren-9-ylmethyl ester), ClC(=O)OCC (ethyl chloroformate). Solvent: Cl (HCl), O1CCOCC1 (dioxane). Conditions: time 4 hour. The product is C1=CC=CC=2C3=CC=CC=C3C(C12)COC(=O)N1N=C(C=C1)NC(C(O)C1(CCC1)NC(C(CC1(CCCC1)F)NC(=O)OCC)=O)=O (3-(2-{1-[2-Ethoxycarbonylamino-3-(1-fluoro-cyclopentyl)-propionylamino]-cyclobutyl}-2-hydroxy-acetylamino)-pyrazole-1-carboxylic acid 9H-fluoren-9-ylmethyl ester). RXN SMILES: [CH:1]1[C:13]2[CH:12]([CH2:14][O:15][C:16]([N:18]3[CH:22]=[CH:21][C:20]([NH:23][C:24](=[O:50])[C:25]([C:27]4([NH:31][C:32](=[O:49])[CH:33]([NH:41][C:42]([O:44][C:45](C)(C)[CH3:46])=[O:43])[CH2:34][C:35]5([F:40])[CH2:39][CH2:38][CH2:37][CH2:36]5)[CH2:30][CH2:29][CH2:28]4)=[O:26])=[N:19]3)=[O:17])[C:11]3[C:6](=[CH:7][CH:8]=[CH:9][CH:10]=3)[C:5]=2[CH:4]=[CH:3][CH:2]=1.ClC(OCC)=O>Cl.O1CCOCC1>[CH:1]1[C:13]2[CH:12]([CH2:14][O:15][C:16]([N:18]3[CH:22]=[CH:21][C:20]([NH:23][C:24](=[O:50])[CH:25]([C:27]4([NH:31][C:32](=[O:49])[CH:33]([NH:41][C:42]([O:44][CH2:45][CH3:46])=[O:43])[CH2:34][C:35]5([F:40])[CH2:39][CH2:38][CH2:37][CH2:36]5)[CH2:28][CH2:29][CH2:30]4)[OH:26])=[N:19]3)=[O:17])[C:11]3[C:6](=[CH:7][CH:8]=[CH:9][CH:10]=3)[C:5]=2[CH:4]=[CH:3][CH:2]=1. Procedure details: Compound 57-e (0.079 mmol) was dissolved in 4M HCl in dioxane (3 mL) and then stirred for 4 hrs at room temperature. The solution was concentrated under vacuum and the crude portioned between aq. K2CO3 (0.5 M) and DCM. The aqueous phase was extracted with EtOAc, the combined organic layers were dried over anh. Na2SO4 and concentrated under vacuum. The resulting amine was dissolved in dry DCM (3 mL) and an excess of solid NaHCO3 was added, followed by addition of ethyl chloroformate (7.5 μL, 0.07... Reactants: BrCCCBr (1,3-dibromopropane), NC1=NC2=CC=CC=C2C1(O)C1=CC=CC=C1 (2-Amino-3-phenyl-3H-indol-3-ol). The solvent is C(C)(C)O (isopropanol). Product: C1(=CC=CC=C1)C1(C=2N(C=3C=CC=CC13)CCCN2)O (2,3,4,10-Tetrahydro-10-phenylpyrimido[1,2-a]indol-10-ol), hydrobromide salt. Reaction SMILES: [NH2:1][C:2]1[C:10]([C:12]2[CH:17]=[CH:16][CH:15]=[CH:14][CH:13]=2)([OH:11])[C:9]2[C:4](=[CH:5][CH:6]=[CH:7][CH:8]=2)[N:3]=1.Br[CH2:19][CH2:20][CH2:21]Br>C(O)(C)C>[C:12]1([C:10]2([OH:11])[C:9]3[CH:8]=[CH:7][CH:6]=[CH:5][C:4]=3[N:3]3[CH2:19][CH2:20][CH2:21][N:1]=[C:2]23)[CH:17]=[CH:16][CH:15]=[CH:14][CH:13]=1. Reported procedure: 2-Amino-3-phenyl-3H-indol-3-ol (2.24 g) was heated under reflux with isopropanol (20 ml) and 1,3-dibromopropane (2.0 g) for 20 hours. The reaction mixture was evaporated to 10 ml and diluted with a little ether. The title compound was obtained as its hydrobromide salt 0.73 g., m.p. 260°-262°C (decomp.) and could be recrystallized from methanol, ethanol or isopropanol with or without the addition of ethyl acetate or ether.